This data is from the Open Reaction Database (ORD), a public repository of structured organic reaction records. The task is: describe an organic reaction: reactants, conditions, products, and yield Starting materials: COC(=O)[C@H](CC1=CNC2=CC=CC=C12)N[C@@H]([C@@H](C(=O)OC)NC(C1=CC=CC=C1)(C1=CC=CC=C1)C1=CC=CC=C1)C (methyl (2S,3R)-3-[[(1S)-1-methoxycarbonyl-2-(3-indolyl)ethyl]amino]-2-tritylaminobutyrate). Solvent: CO (methanol), Cl (hydrochloric acid). Reaction conditions: time 1 hour. The product is N[C@H](C(=O)O)[C@@H](C)N[C@@H](CC1=CNC2=CC=CC=C12)C(=O)O ((2S,3R)-2-amino-3-[[(1S)-1-carboxy-2-(3-indolyl)ethyl]amino]butyric acid). Isolated yield 81.7%. As a reaction SMILES: C[O:2][C:3]([C@@H:5]([NH:16][C@H:17]([CH3:43])[C@H:18]([NH:23]C(C1C=CC=CC=1)(C1C=CC=CC=1)C1C=CC=CC=1)[C:19]([O:21]C)=[O:20])[CH2:6][C:7]1[C:15]2[C:10](=[CH:11][CH:12]=[CH:13][CH:14]=2)[NH:9][CH:8]=1)=[O:4]>CO.Cl>[NH2:23][C@@H:18]([C@H:17]([NH:16][C@H:5]([C:3]([OH:4])=[O:2])[CH2:6][C:7]1[C:15]2[C:10](=[CH:11][CH:12]=[CH:13][CH:14]=2)[NH:9][CH:8]=1)[CH3:43])[C:19]([OH:21])=[O:20]. Procedure: A solution of methyl (2S,3R)-3-[[(1S)-1-methoxycarbonyl-2-(3-indolyl)ethyl]amino]-2-tritylaminobutyrate (600 mg) in a mixture of methanol (10 ml) and 1N hydrochloric acid (2 ml) was stirred for 1 hour at room temperature and methanol was evaporated in vacuo. The residual aqueous solution was washed with chloroform and diluted with water (15 ml). To the solution was added sodium hydroxide (500 mg) and the mixture was stirred overnight at room temperature. The mixture was adjusted to pH 3 with 1N ... Reactants: [O-]P(=O)([O-])[O-].[O-]P(=O)([O-])[O-].[O-]P(=O)([O-])[O-].[F-].[Ca+2].[Ca+2].[Ca+2].[Ca+2].[Ca+2] (phosphate rock), [N+](=O)(O)[O-] (nitric acid), O=P12OP3(=O)OP(=O)(O1)OP(=O)(O2)O3 (P2O5). Reaction conditions: temperature 20 celsius. The product is [N+](=O)([O-])[O-].[Ca+2].[N+](=O)([O-])[O-] (calcium nitrate). As a reaction SMILES: [O-]P([O-])([O-])=O.[O-]P([O-])([O-])=O.[O-]P([O-])([O-])=O.[F-].[Ca+2:17].[Ca+2].[Ca+2].[Ca+2].[Ca+2].[N+:22]([O-:25])([OH:24])=[O:23].O=P12OP3(OP(OP(O3)(O1)=O)(=O)O2)=O>>[N+:22]([O-:25])([O-:24])=[O:23].[Ca+2:17].[N+:22]([O-:25])([O-:24])=[O:23] |f:0.1.2.3.4.5.6.7.8,11.12.13|. Reported procedure: 303.9 g of phosphonitrate solution obtained by attacking 100 g of Morocco phosphate rock with 228 g of 58% nitric acid, having a content of CaO of 16.62% and of P2O5 of 11.83%, were introduced into a crystallizing vessel. The solution was cooled at a rate of cooling of 12° C/hour, and when the temperature of the solution reached 20° C, a temperature rise from 20° to 24° C was recorded. The solution was then further cooled at the same rate of 12° C/hour until it again reached 20° C. At this insta... Starting materials: O.NN (hydrazine monohydrate), BrCCOCCOC (1-(2-bromoethoxy)-2-methoxyethane). The solvent is C(C)O (ethanol). Run at time 5 minute. The product is COCCOCCNN ([2-(2-methoxyethoxy)-ethyl]-hydrazine). Isolated yield 76.7%. Reaction SMILES: O.[NH2:2][NH2:3].Br[CH2:5][CH2:6][O:7][CH2:8][CH2:9][O:10][CH3:11]>C(O)C>[CH3:11][O:10][CH2:9][CH2:8][O:7][CH2:6][CH2:5][NH:2][NH2:3] |f:0.1|. Procedure details: To a solution of hydrazine monohydrate (44.0 mL, 1.00 mol) in ethanol (75 mL) at 0° C. in an ice-water bath was added 1-(2-bromoethoxy)-2-methoxyethane (13.6 mL, 0.100 mol) drop-wise over 20 minutes. The reaction was then allowed to warm to room temperature and stir for 5 minutes and then heated to 40° C. in a preheated oil bath for 12 hours. The reaction was then cooled to room temperature and concentrated to remove the ethanol. The remaining aqueous layer was extracted with methylene chloride ... The reactants are CO, CN1CC(=O)c2c(ccn2CCCCCl)S1(=O)=O, Cl, NO. Yields the product CN1CC(=NO)c2c(ccn2CCCCCl)S1(=O)=O. RXN SMILES: [CH3:22][OH:23].[Cl:1][CH2:2][CH2:3][CH2:4][CH2:5][n:6]1[cH:7][cH:8][c:9]2[c:10]1[C:11](=[O:18])[CH2:12][N:13]([CH3:17])[S:14]2(=[O:15])=[O:16].[ClH:19].[NH2:20][OH:21]>>[Cl:1][CH2:2][CH2:3][CH2:4][CH2:5][n:6]1[cH:7][cH:8][c:9]2[c:10]1[C:11](=[N:20][OH:21])[CH2:12][N:13]([CH3:17])[S:14]2(=[O:15])=[O:16]. Starting materials: C(CC)C=1C=NC(=NC1)N1CCC(CC1)OC1=CC(NC=C1)=O (4-(1-(5-propylpyrimidin-2-yl)piperidin-4-yloxy)pyridin-2(1H)-one), C(C)C=1C=NC(=NC1)N1CCC(CC1)OC1=CC(NC=C1)=O (4-(1-(5-ethylpyrimidin-2-yl)piperidin-4-yloxy)pyridin-2(1H)-one), FC1=C(C=C(C=C1)S(=O)(=O)C)F (1,2-difluoro-4-(methylsulfonyl)benzene). The product is FC1=C(C#N)C=CC(=C1F)N1C(C=C(C=C1)OC1CCN(CC1)C1=NC=C(C=N1)CCC)=O (2,3-difluoro-4-(2-oxo-4-(1-(5-propylpyrimidin-2-yl)piperidin-4-yloxy)pyridin-1(2H)-yl)benzonitrile). RXN SMILES: [CH2:1]([C:4]1[CH:5]=[N:6][C:7]([N:10]2[CH2:15][CH2:14][CH:13]([O:16][C:17]3[CH:22]=[CH:21][NH:20][C:19](=[O:23])[CH:18]=3)[CH2:12][CH2:11]2)=[N:8][CH:9]=1)[CH2:2][CH3:3].C(C1[CH:27]=[N:28]C(N2CCC(OC3C=CNC(=O)C=3)CC2)=NC=1)C.[F:46][C:47]1[CH:52]=[CH:51][C:50](S(C)(=O)=O)=[CH:49][C:48]=1[F:57]>>[F:46][C:47]1[C:48]([F:57])=[C:49]([N:20]2[CH:21]=[CH:22][C:17]([O:16][CH:13]3[CH2:14][CH2:15][N:10]([C:7]4[N:8]=[CH:9][C:4]([CH2:1][CH2:2][CH3:3])=[CH:5][N:6]=4)[CH2:11][CH2:12]3)=[CH:18][C:19]2=[O:23])[CH:50]=[CH:51][C:52]=1[C:27]#[N:28]. Reported procedure: Example 253 was prepared according to procedures described in Example 248 substituting 4-(1-(5-propylpyrimidin-2-yl)piperidin-4-yloxy)pyridin-2(1H)-one (prepared according to procedures described in Example 173 Step C) for 4-(1-(5-ethylpyrimidin-2-yl)piperidin-4-yloxy)pyridin-2(1H)-one and substituting 2,3,4-trifluorobenzonitrile (Oakwood) for 1,2-difluoro-4-(methylsulfonyl)benzene. 1H NMR (400 MHz, CDCl3) δ ppm 8.10 (s, 2 H), 7.35-7.53 (m, 1 H), 7.21-7.35 (m, 1H), 7.03 (d, J=7.03 Hz, 1 H), 6.01... Reactants: CC(=O)[O-], CC(=O)[O-], OB(O)c1ccc(Cl)cc1, ClCCl, [Cu+2], CC(C)N1CCN(C(=O)c2ccc3[nH]c(C(=O)N4CCS(=O)(=O)CC4)cc3c2)CC1, c1ccncc1. Yields the product CC(C)N1CCN(C(=O)c2ccc3c(c2)cc(C(=O)N2CCS(=O)(=O)CC2)n3-c2ccc(Cl)cc2)CC1. Reaction SMILES: [C:50]([O-:51])(=[O:52])[CH3:53].[C:55]([O-:56])(=[O:57])[CH3:58].[Cl:31][c:32]1[cH:33][cH:34][c:35]([B:38]([OH:39])[OH:40])[cH:36][cH:37]1.[Cl:47][CH2:48][Cl:49].[Cu+2:54].[O:1]=[S:2]1(=[O:30])[CH2:3][CH2:4][N:5]([C:8](=[O:9])[c:10]2[nH:11][c:12]3[cH:13][cH:14][c:15]([C:19](=[O:20])[N:21]4[CH2:22][CH2:23][N:24]([CH:27]([CH3:28])[CH3:29])[CH2:25][CH2:26]4)[cH:16][c:17]3[cH:18]2)[CH2:6][CH2:7]1.[cH:41]1[cH:42][cH:43][n:44][cH:45][cH:46]1>>[O:1]=[S:2]1(=[O:30])[CH2:3][CH2:4][N:5]([C:8](=[O:9])[c:10]2[n:11](-[c:35]3[cH:34][cH:33][c:32]([Cl:31])[cH:37][cH:36]3)[c:12]3[cH:13][cH:14][c:15]([C:19](=[O:20])[N:21]4[CH2:22][CH2:23][N:24]([CH:27]([CH3:28])[CH3:29])[CH2:25][CH2:26]4)[cH:16][c:17]3[cH:18]2)[CH2:6][CH2:7]1. The solvent is C1(=CC=CC=C1)C (toluene). Reaction SMILES: [CH3:1][O:2][C:3](=[O:15])[C:4]1[CH:9]=[CH:8][N:7]=[C:6]([CH2:10][NH:11][CH:12]=O)[C:5]=1[Cl:14].P(Cl)(Cl)(Cl)=O>C1(C)C=CC=CC=1>[CH3:1][O:2][C:3]([C:4]1[CH:9]=[CH:8][N:7]2[CH:12]=[N:11][CH:10]=[C:6]2[C:5]=1[Cl:14])=[O:15]. Reaction conditions: temperature 90 celsius, time 15 minute. The reactants are COC(C1=C(C(=NC=C1)CNC=O)Cl)=O (3-chloro-2-formylaminomethyl-isonicotinic acid methyl ester), P(=O)(Cl)(Cl)Cl (phosphorous oxychloride). Reported procedure: A mixture of 3-chloro-2-formylaminomethyl-isonicotinic acid methyl ester (1.5 g, 6.6 mmol) and phosphorous oxychloride (1.3 mL, 14.2 mmol) in toluene (80 mL) was stirred at 90° C. for 15 minutes, then cooled to room temperature and concentrated under reduced pressure. The residue was partitioned between ethyl acetate and a saturated solution of sodium bicarbonate. The organic layer was separated and washed with water and brine, dried (Na2SO4), filtered and concentrated to give the title compound... Product: COC(=O)C1=C(C=2N(C=C1)C=NC2)Cl (8-Chloro-imidazo[1,5-a]pyridine-7-carboxylic acid methyl ester). The yield is 93.5%. As a reaction SMILES: [Cl:1][c:2]1[c:3](-[c:9]2[n:10](-[c:17]3[cH:18][cH:19][c:20]([O:23][CH3:24])[cH:21][cH:22]3)[cH:11][c:12]([C:14](=[O:15])[OH:16])[n:13]2)[cH:4][cH:5][c:6]([Cl:8])[cH:7]1.[Cl:34][CH2:35][CH2:36][Cl:37].[ClH:25].[NH2:26][CH:27]1[CH:28]([OH:33])[CH2:29][CH2:30][CH2:31][CH2:32]1>>[Cl:1][c:2]1[c:3](-[c:9]2[n:10](-[c:17]3[cH:18][cH:19][c:20]([O:23][CH3:24])[cH:21][cH:22]3)[cH:11][c:12]([C:14](=[O:15])[NH:26][CH:27]3[CH:28]([OH:33])[CH2:29][CH2:30][CH2:31][CH2:32]3)[n:13]2)[cH:4][cH:5][c:6]([Cl:8])[cH:7]1. The product is COc1ccc(-n2cc(C(=O)NC3CCCCC3O)nc2-c2ccc(Cl)cc2Cl)cc1. Starting materials: COc1ccc(-n2cc(C(=O)O)nc2-c2ccc(Cl)cc2Cl)cc1, ClCCCl, Cl, NC1CCCCC1O.